This data is from the Open Reaction Database (ORD), a public repository of structured organic reaction records. The task is: describe an organic reaction: reactants, conditions, products, and yield The reactants are ClC=1C=C(C=C(C1)Cl)NC(N(C)CC1(CCNCC1)C1=CC=C(C=C1)I)=O (3-(3,5-dichloro-phenyl)-1-[4-(4-iodo-phenyl)-piperidin-4-ylmethyl]-1-methyl-urea), C1(CC1)C=O (cyclopropanecarboxaldehyde), [BH-](OC(=O)C)(OC(=O)C)OC(=O)C.[Na+] (Na(OAc)3BH), CC(=O)O (HOAc). The solvent is C(CCl)Cl (ClCH2CH2Cl), CCOC(=O)C (EtOAc). Reaction conditions: time 15 minute. The product is C1(CC1)CN1CCC(CC1)(C1=CC=C(C=C1)I)CN(C(=O)NC1=CC(=CC(=C1)Cl)Cl)C (1-[1-cyclopropylmethyl-4-(4-iodo-phenyl)-piperidin-4-ylmethyl]-3-(3,5-dichloro-phenyl)-1-methyl-urea). Yield: 96.6%. Reaction SMILES: [Cl:1][C:2]1[CH:3]=[C:4]([NH:9][C:10](=[O:27])[N:11]([CH2:13][C:14]2([C:20]3[CH:25]=[CH:24][C:23]([I:26])=[CH:22][CH:21]=3)[CH2:19][CH2:18][NH:17][CH2:16][CH2:15]2)[CH3:12])[CH:5]=[C:6]([Cl:8])[CH:7]=1.[CH:28]1([CH:31]=O)[CH2:30][CH2:29]1.CC(O)=O.[BH-](OC(C)=O)(OC(C)=O)OC(C)=O.[Na+]>C(Cl)CCl.CCOC(C)=O>[CH:28]1([CH2:31][N:17]2[CH2:18][CH2:19][C:14]([CH2:13][N:11]([CH3:12])[C:10]([NH:9][C:4]3[CH:5]=[C:6]([Cl:8])[CH:7]=[C:2]([Cl:1])[CH:3]=3)=[O:27])([C:20]3[CH:21]=[CH:22][C:23]([I:26])=[CH:24][CH:25]=3)[CH2:15][CH2:16]2)[CH2:30][CH2:29]1 |f:3.4|. Procedure details: To a solution of 3-(3,5-dichloro-phenyl)-1-[4-(4-iodo-phenyl)-piperidin-4-ylmethyl]-1-methyl-urea (˜0.10 g, 0.17 mmol) in ClCH2CH2Cl (1 mL) was added cyclopropanecarboxaldehyde (0.016 mL, 0.204 mmol, 1.2 eq.). The mixture was stirred at room temperature for 15 min and then HOAc (0.01 mL, 1% v/v) was added. The reaction was stirred for a further 1 h. Na(OAc)3BH (0.054 g, 0.255 mmol, 1.5 eq.) was added and the reaction was stirred at room temperature for 12 h. It was diluted with EtOAc (10 mL) and... Starting materials: CN(C)C=O, Cc1cc(OCCCl)nn1-c1ccc(Cl)c(Cl)c1, [I-], [K+], [K+], c1cnc2c(c1)ncn2C1CCNCC1, [Na+], O=C([O-])[O-]. Product: Cc1cc(OCCN2CCC(n3cnc4cccnc43)CC2)nn1-c1ccc(Cl)c(Cl)c1. RXN SMILES: [CH3:42][N:43]([CH3:44])[CH:45]=[O:46].[Cl:1][CH2:2][CH2:3][O:4][c:5]1[n:6][n:7](-[c:11]2[cH:12][c:13]([Cl:18])[c:14]([Cl:17])[cH:15][cH:16]2)[c:8]([CH3:10])[cH:9]1.[I-:40].[K+:34].[K+:35].[NH:19]1[CH2:20][CH2:21][CH:22]([n:25]2[cH:26][n:27][c:28]3[c:29]2[n:30][cH:31][cH:32][cH:33]3)[CH2:23][CH2:24]1.[Na+:41].[O-:36][C:37]([O-:38])=[O:39]>>[CH2:2]([CH2:3][O:4][c:5]1[n:6][n:7](-[c:11]2[cH:12][c:13]([Cl:18])[c:14]([Cl:17])[cH:15][cH:16]2)[c:8]([CH3:10])[cH:9]1)[N:19]1[CH2:20][CH2:21][CH:22]([n:25]2[cH:26][n:27][c:28]3[c:29]2[n:30][cH:31][cH:32][cH:33]3)[CH2:23][CH2:24]1. The reactants are CC(=O)C.OS(=O)(=O)O.O=[Cr](=O)=O (Jones' reagent), BrC=1C(=CC=C(C1)C1C(C=CC1=O)O)CC (5-(5-bromo-4-ethylphenyl)-4-hydroxycyclopent-2-enone). Solvent: CC(=O)C (acetone). Reaction conditions: time 20 minute. The product is BrC=1C=CC(=C(C1)C1C(C=CC1=O)=O)CC (2-(5-bromo-2-ethylphenyl)cyclopent-4-ene-1,3-dione). The yield is 98.5%. RXN SMILES: [CH3:1][C:2](C)=O.OS(O)(=O)=O.O=[Cr](=O)=O.[Br:14][C:15]1[C:16](CC)=[CH:17][CH:18]=[C:19]([CH:21]2[C:25](=[O:26])[CH:24]=[CH:23][CH:22]2[OH:27])[CH:20]=1>CC(C)=O>[Br:14][C:15]1[CH:16]=[CH:17][C:18]([CH2:1][CH3:2])=[C:19]([CH:21]2[C:22](=[O:27])[CH:23]=[CH:24][C:25]2=[O:26])[CH:20]=1 |f:0.1.2|. Procedure details: Jones' reagent (75 ml of 1.67 M solution, 125 mmol) is added dropwise over 30 minutes to a cooled (ice-bath) solution of 5-(5-bromo-4-ethylphenyl)-4-hydroxycyclopent-2-enone (33 g, 117 mmol) in acetone (400 ml). The mixture is stirred for 20 minutes, then the cooling bath is removed and the mixture is stirred for 1 hour at room temperature. Isopropanol (150 ml) is added to the yellow slurry and the mixture is stirred at room temperature for 2 hours. The mixture is diluted with ethyl acetate and ... The reactants are O=C([O-])[O-], CN1CCCC1=O, [Cs+], [Cs+], Fc1ncccc1C1CCCOC1, O, O=C(c1ccc(O)cc1)c1nc2ccccc2[nH]1. Product: O=C(c1ccc(Oc2ncccc2C2CCCOC2)cc1)c1nc2ccccc2[nH]1. RXN SMILES: [C:32](=[O:33])([O-:34])[O-:35].[CH3:38][N:39]1[CH2:40][CH2:41][CH2:42][C:43]1=[O:44].[Cs+:36].[Cs+:37].[F:1][c:2]1[n:3][cH:4][cH:5][cH:6][c:7]1[CH:8]1[CH2:9][O:10][CH2:11][CH2:12][CH2:13]1.[OH2:45].[nH:14]1[c:15]([C:23](=[O:24])[c:25]2[cH:26][cH:27][c:28]([OH:31])[cH:29][cH:30]2)[n:16][c:17]2[c:18]1[cH:19][cH:20][cH:21][cH:22]2>>[c:2]1([O:31][c:28]2[cH:27][cH:26][c:25]([C:23]([c:15]3[nH:14][c:18]4[c:17]([n:16]3)[cH:22][cH:21][cH:20][cH:19]4)=[O:24])[cH:30][cH:29]2)[n:3][cH:4][cH:5][cH:6][c:7]1[CH:8]1[CH2:9][O:10][CH2:11][CH2:12][CH2:13]1. The reactants are ClC=1N=C(C2=C(N1)C=CC(=N2)CN2CCC(CC2)C(C)(C)O)N2CCOCC2 (2-(1-((2-chloro-4-morpholinopyrido[3,2-d]pyrimidin-6-yl)methyl)piperidin-4-yl)propan-2-ol), FC(C1=NC2=C(N1)C=CC=C2)(F)F (2-(trifluoromethyl)-1H-benzo[d]imidazole). The product is O1CCN(CC1)C=1C2=C(N=C(N1)N1C(=NC3=C1C=CC=C3)C(F)(F)F)C=CC(=N2)CN2CCC(CC2)C(C)(C)O (2-(1-((4-morpholino-2-(2-(trifluoromethyl)-1H-benzo[d]imidazol-1-yl)pyrido[3,2-d]pyrimidin-6-yl)methyl)piperidin-4-yl)propan-2-ol). Reaction SMILES: Cl[C:2]1[N:3]=[C:4]([N:23]2[CH2:28][CH2:27][O:26][CH2:25][CH2:24]2)[C:5]2[N:11]=[C:10]([CH2:12][N:13]3[CH2:18][CH2:17][CH:16]([C:19]([OH:22])([CH3:21])[CH3:20])[CH2:15][CH2:14]3)[CH:9]=[CH:8][C:6]=2[N:7]=1.[F:29][C:30]([F:41])([F:40])[C:31]1[NH:35][C:34]2[CH:36]=[CH:37][CH:38]=[CH:39][C:33]=2[N:32]=1>>[O:26]1[CH2:27][CH2:28][N:23]([C:4]2[C:5]3[N:11]=[C:10]([CH2:12][N:13]4[CH2:18][CH2:17][CH:16]([C:19]([OH:22])([CH3:21])[CH3:20])[CH2:15][CH2:14]4)[CH:9]=[CH:8][C:6]=3[N:7]=[C:2]([N:32]3[C:33]4[CH:39]=[CH:38][CH:37]=[CH:36][C:34]=4[N:35]=[C:31]3[C:30]([F:29])([F:41])[F:40])[N:3]=2)[CH2:24][CH2:25]1. Reported procedure: Following General Procedure D, 2-(1-((2-chloro-4-morpholinopyrido[3,2-d]pyrimidin-6-yl)methyl)piperidin-4-yl)propan-2-ol from Example 8 was reacted with 2-(trifluoromethyl)-1H-benzo[d]imidazole to give 156. 1H NMR (400 MHz, DMSO) δ 8.20 (d, J=8.6 Hz, 1H), 8.14 (d, J=8.3 Hz, 1H), 7.94 (d, J=8.6 Hz, 2H), 7.56 (t, J=7.5 Hz, 1H), 7.49 (t, J=7.6 Hz, 1H), 4.56 (s, 4H), 4.04 (s, 1H), 3.86-3.79 (m, 4H), 3.75 (s, 2H), 2.93 (d, J=11.0 Hz, 2H), 2.00 (t, J=10.9 Hz, 2H), 1.67 (d, J=12.1 Hz, 2H), 1.38-1.12 (m...